The task is: describe an organic reaction: reactants, conditions, products, and yield. This data is from the Open Reaction Database (ORD), a public repository of structured organic reaction records. Reactants: BrC1=CC=C(C=C1)[C@H](C)N(C(OC(C)(C)C)=O)CCC(O)C1=CC=C(C=C1)F (tert-butyl (S)-1-(4-bromophenyl)ethyl(3-(4-fluorophenyl)-3-hydroxypropyl)carbamate), [H-].[Na+] (NaH), oil, CCOC(=O)C (EtOAc). Run in C1CCOC1 (THF), O (water). The product is BrC1=CC=C(C=C1)[C@H](C)N1C(OC(CC1)C1=CC=C(C=C1)F)=O (3-((1S)-1-(4-bromophenyl)ethyl)-6-(4-fluorophenyl)-1,3-oxazinan-2-one). Reaction SMILES: [Br:1][C:2]1[CH:7]=[CH:6][C:5]([C@@H:8]([N:10]([CH2:18][CH2:19][CH:20]([C:22]2[CH:27]=[CH:26][C:25]([F:28])=[CH:24][CH:23]=2)O)[C:11](=[O:17])[O:12]C(C)(C)C)[CH3:9])=[CH:4][CH:3]=1.[H-].[Na+].CCOC(C)=O>C1COCC1.O>[Br:1][C:2]1[CH:3]=[CH:4][C:5]([C@@H:8]([N:10]2[CH2:18][CH2:19][CH:20]([C:22]3[CH:23]=[CH:24][C:25]([F:28])=[CH:26][CH:27]=3)[O:12][C:11]2=[O:17])[CH3:9])=[CH:6][CH:7]=1 |f:1.2|. Procedure: To a stirred solution of tert-butyl (S)-1-(4-bromophenyl)ethyl(3-(4-fluorophenyl)-3-hydroxypropyl)carbamate (474 mg, 1.05 mmol) in dry THF (10 mL) was added 60% NaH in oil (250 mg, 10.4 mmol). The mixture was heated at reflux for 3 h. The mixture was diluted with water (20 mL) and. EtOAc (80 mL). The organic layer was separated, washed with 5% aq HCl (20 mL), satd aq NaHCO3 (20 mL) and brine (20 mL), and dried over Na2SO4. Removal of the solvent left an oil (348 mg). A portion of the crude produ... The reactants are ClCCCl (1,2-dichloroethane), COC=1C=C(C=CC1OC)C1=C(C(=O)O)C=CC(=C1)C(F)(F)F (2-(3,4-dimethoxyphenyl)-4-(trifluoromethyl)benzoic acid), C(C)NCC (diethylamine), solid, S(=O)(Cl)Cl (thionyl chloride). The solvent is CN(C=O)C (N,N-dimethylformamide), O1CCCC1 (tetrahydrofuran). Reaction conditions: temperature 0 celsius. The product is C(C)N(C(C1=C(C=C(C=C1)C(F)(F)F)C1=CC(=C(C=C1)OC)OC)=O)CC (N,N-diethyl-2-(3,4-dimethoxyphenyl)-4-(trifluoromethyl)benzamide). Isolated yield 88.8%. As a reaction SMILES: ClCCCl.[CH3:5][O:6][C:7]1[CH:8]=[C:9]([C:15]2[CH:23]=[C:22]([C:24]([F:27])([F:26])[F:25])[CH:21]=[CH:20][C:16]=2[C:17](O)=[O:18])[CH:10]=[CH:11][C:12]=1[O:13][CH3:14].S(Cl)(Cl)=O.[CH2:32]([NH:34][CH2:35][CH3:36])[CH3:33]>O1CCCC1.CN(C)C=O>[CH2:32]([N:34]([CH2:35][CH3:36])[C:17](=[O:18])[C:16]1[CH:20]=[CH:21][C:22]([C:24]([F:27])([F:26])[F:25])=[CH:23][C:15]=1[C:9]1[CH:10]=[CH:11][C:12]([O:13][CH3:14])=[C:7]([O:6][CH3:5])[CH:8]=1)[CH3:33]. Procedure details: 500 ml of 1,2-dichloroethane, 60 g (0.184 mol) of 2-(3,4-dimethoxyphenyl)-4-(trifluoromethyl)benzoic acid and 5 ml of N,N-dimethylformamide are introduced successively into a 1000 ml round-bottomed flask. 20 ml of thionyl chloride (0.276 mol) are then run in dropwise with stirring and while cooling at 0° C. When the addition is finished, the reaction mixture is heated progressively to 55° C. over 2 hours and then evaporated to dryness. The residue is taken up in 200 ml of tetrahydrofuran and the... Reactants: O=C([O-])[O-], c1ccc(CC2CCNCC2)cc1, CN(C)C=O, Fc1ccc2c(CCCCl)noc2c1, [I-], [K+], [K+], [K+]. The product is Fc1ccc2c(CCCN3CCC(Cc4ccccc4)CC3)noc2c1, Cl. RXN SMILES: [C:28](=[O:29])([O-:30])[O-:31].[CH2:15]([c:16]1[cH:17][cH:18][cH:19][cH:20][cH:21]1)[CH:22]1[CH2:23][CH2:24][NH:25][CH2:26][CH2:27]1.[CH3:36][N:37]([CH3:38])[CH:39]=[O:40].[Cl:1][CH2:2][CH2:3][CH2:4][c:5]1[n:6][o:7][c:8]2[c:9]1[cH:10][cH:11][c:12]([F:14])[cH:13]2.[I-:35].[K+:32].[K+:33].[K+:34]>>[CH2:2]([CH2:3][CH2:4][c:5]1[n:6][o:7][c:8]2[c:9]1[cH:10][cH:11][c:12]([F:14])[cH:13]2)[N:25]1[CH2:24][CH2:23][CH:22]([CH2:15][c:16]2[cH:17][cH:18][cH:19][cH:20][cH:21]2)[CH2:27][CH2:26]1.[ClH:1]. Reactants: ClC=1C=C(C(=O)N)C=C(C1)Cl (3,5-dichlorobenzamide), CC(C)(C)C=O (pivaldehyde), N1N=NC2=C1C=CC=C2 (benzotriazole), C1(=CC=C(C=C1)S(=O)(=O)O)C (p-toluenesulfonic acid). The product is N1(N=NC2=C1C=CC=C2)C(C(C)(C)C)NC(C2=CC(=CC(=C2)Cl)Cl)=O (N-(1-(1H-1,2,3-Benzotriazol-1-yl)-2,2-dimethylpropyl)-3,5-dichlorobenzamide). As a reaction SMILES: [Cl:1][C:2]1[CH:3]=[C:4]([CH:8]=[C:9]([Cl:11])[CH:10]=1)[C:5]([NH2:7])=[O:6].[CH3:12][C:13]([CH:16]=O)([CH3:15])[CH3:14].[NH:18]1[C:22]2[CH:23]=[CH:24][CH:25]=[CH:26][C:21]=2[N:20]=[N:19]1.C1(C)C=CC(S(O)(=O)=O)=CC=1>>[N:18]1([CH:16]([NH:7][C:5](=[O:6])[C:4]2[CH:3]=[C:2]([Cl:1])[CH:10]=[C:9]([Cl:11])[CH:8]=2)[C:13]([CH3:14])([CH3:15])[CH3:12])[C:22]2[CH:23]=[CH:24][CH:25]=[CH:26][C:21]=2[N:20]=[N:19]1. Procedure details: A suspension of 3,5-dichlorobenzamide, pivaldehyde, benzotriazole, and p-toluenesulfonic acid was processed as described in Example 1C to provide the title compound. The reactants are C#CCCCC (1-hexyne), C(CCC)[Li] (n-butyl lithium), C1(=CC=CC=C1)B(OC(C)C)OC(C)C (phenyldiisopropoxyborane), C(#CCCCC)[Li] (1-hexynyllithium), Cl (hydrogen chloride), C=C(C)C (isobutene). Run in C(C)OCC (ethyl ether), C(C)OCC (ethyl ether), C(C)OCC (ethyl ether). Product: C1(=CC=CC=C1)B(OC(C)C)C#CCCCC (Phenyl(1-hexynyl)isopropoxyborane). RXN SMILES: [C:1]([Li])#[C:2][CH2:3][CH2:4][CH2:5][CH3:6].C#CCCCC.C([Li])CCC.[C:19]1([B:25](OC(C)C)[O:26][CH:27]([CH3:29])[CH3:28])[CH:24]=[CH:23][CH:22]=[CH:21][CH:20]=1.Cl.C=C(C)C>C(OCC)C>[C:6]1([B:25]([C:19]#[C:20][CH2:21][CH2:22][CH2:23][CH3:24])[O:26][CH:27]([CH3:28])[CH3:29])[CH:5]=[CH:4][CH:3]=[CH:2][CH:1]=1. Reported procedure: The title compound was prepared following the method of Example 14, using 1-hexynyllithium (64 mmol) prepared from 1-hexyne and n-butyl lithium in ethyl ether (64 mL) and phenyldiisopropoxyborane (11.96 g, 58 mmol) dissolved in ethyl ether (60 mL) and quenched with hydrogen chloride in ethyl ether (18.7 mL, 64 mmol). Yield. 11.2 g (86%), bp 102°-105° C. (0.4 mm Hg); n20D 1.5008; proton NMR (CDCl3)δ7.90 (m, 2H), 7.31 (m, 3H), 4.87 (septet, J=18 Hz, 1H), 2.33 (triplet, J=18 Hz, 2H), 1.23 (d, J=18 ...